Dataset: the Open Reaction Database (ORD), a public repository of structured organic reaction records. Task: describe an organic reaction: reactants, conditions, products, and yield Reactants: C(=C)[Mg]Br (vinyl magnesium bromide), C(C)(C)(C)OC(CN1C(=C(C2=CC=CC=C12)C=NS(=O)(=O)C=CC1=CC=CC=C1)C)=O ({2-Methyl-3-[(2-phenyl-ethenesulfonylimino)-methyl]-indol-1-yl}-acetic acid tert-butyl ester). Solvent: C1(=CC=CC=C1)C (toluene), C1(=CC=CC=C1)C (toluene). Run at temperature 0 celsius. Product: C(C)(C)(C)OC(CN1C(=C(C2=CC=CC=C12)C(C=C)NS(=O)(=O)C=CC1=CC=CC=C1)C)=O ({2-Methyl-3-[1-(2-phenyl-ethenesulfonylamino)-allyl]-indol-1-yl}-acetic acid tert-butyl ester). As a reaction SMILES: [C:1]([O:5][C:6](=[O:31])[CH2:7][N:8]1[C:16]2[C:11](=[CH:12][CH:13]=[CH:14][CH:15]=2)[C:10]([CH:17]=[N:18][S:19]([CH:22]=[CH:23][C:24]2[CH:29]=[CH:28][CH:27]=[CH:26][CH:25]=2)(=[O:21])=[O:20])=[C:9]1[CH3:30])([CH3:4])([CH3:3])[CH3:2].[CH:32]([Mg]Br)=[CH2:33]>C1(C)C=CC=CC=1>[C:1]([O:5][C:6](=[O:31])[CH2:7][N:8]1[C:16]2[C:11](=[CH:12][CH:13]=[CH:14][CH:15]=2)[C:10]([CH:17]([NH:18][S:19]([CH:22]=[CH:23][C:24]2[CH:29]=[CH:28][CH:27]=[CH:26][CH:25]=2)(=[O:21])=[O:20])[CH:32]=[CH2:33])=[C:9]1[CH3:30])([CH3:4])([CH3:3])[CH3:2]. Reported procedure: The product of step b) (2.2 g, 5 mmol) was treated with 100 mL toluene. The slurry was stirred at 0° C. and treated with Me3AI (3.8 mL of 2 M in toluene) followed by vinyl magnesium bromide (10 mL of 1 M). The reaction was warmed to rt and stirred for 10 minutes. The reaction was cooled to 0° C., quenched with aqueous acetic acid, and partitioned between water and EtOAc (200 mL each). The organic layer was washed with 1 M NaOH, dried over MgSO4 and purified over silica gel (30% EtOAc/Hex) to giv... The reactants are Cl (HCl), C1(=CC=CC=C1)C1(CCNCC1)C(=O)O (4-phenylpiperidine-4-carboxylic acid), C1(=CC=C(C=C1)S(=O)(=O)O)C (p-toluenesulphonic acid), C(=O)([O-])[O-].[K+].[K+] (K2CO3). Solvent: CCOCC (ether), O1CCOCC1 (dioxane), O (water), O1CCOCC1 (dioxane). Run at temperature 60 celsius. Product: C(C)(C)(C)OC(=O)N1CCC(CC1)(C(=O)O)C1=CC=CC=C1 (1-tert-Butoxycarbonyl-4-phenylpiperidine-4-carboxylic Acid). As a reaction SMILES: [C:1]1([C:7]2([C:13]([OH:15])=[O:14])[CH2:12][CH2:11][NH:10][CH2:9][CH2:8]2)[CH:6]=[CH:5][CH:4]=[CH:3][CH:2]=1.[C:16]1([CH3:26])[CH:21]=CC(S(O)(=O)=O)=C[CH:17]=1.[C:27]([O-])([O-:29])=[O:28].[K+].[K+].Cl>O1CCOCC1.CCOCC.O>[C:16]([O:29][C:27]([N:10]1[CH2:9][CH2:8][C:7]([C:1]2[CH:2]=[CH:3][CH:4]=[CH:5][CH:6]=2)([C:13]([OH:15])=[O:14])[CH2:12][CH2:11]1)=[O:28])([CH3:26])([CH3:21])[CH3:17] |f:2.3.4|. Procedure: Place 100 g of 4-phenylpiperidine-4-carboxylic acid and p-toluenesulphonic acid in 800 ml of dioxane, add 150 ml of water and 109.7 g of K2CO3. Heat to 60° C. then add, drop by drop, 60.7 g of (Boc)20 in 100 ml of dioxane. Leave for 4 hours with stirring at 60° C. then heat under reflux for 1 hour. Evaporate to dryness, take up the solid formed in water, acidify to a pH of 3 by the addition of 2 N HCl, then add ether. Filter the crystals formed, wash them in water then in ether. Evaporate the et... Starting materials: CCCCNO, CCOc1cc(C=O)ccc1OC. Reaction SMILES: [CH2:14]([CH2:15][CH2:16][CH3:17])[NH:18][OH:19].[CH2:1]([CH3:2])[O:3][c:4]1[cH:5][c:6]([CH:7]=[O:8])[cH:9][cH:10][c:11]1[O:12][CH3:13]>>[CH2:1]([CH3:2])[O:3][c:4]1[cH:5][c:6]([CH:7]=[N+:18]([CH2:14][CH2:15][CH2:16][CH3:17])[O-:19])[cH:9][cH:10][c:11]1[O:12][CH3:13]. Yields the product CCCC[N+]([O-])=Cc1ccc(OC)c(OCC)c1. Solvent: O1CCOCC1.O (dioxane water). Product: N([C@H](CCC(NCC1=CC=CC=C1)=O)C(=O)O)C(=O)OCC1=CC=CC=C1 (Z-D-Gln(Bzl)-OH). Starting materials: N([C@H](CCC(NCC1=CC=CC=C1)=O)C(=O)OCC1=CC=CC=C1)C(=O)OCC1=CC=CC=C1 (Z-D-Gln(Bzl)-OBzl), 1n-sodium hydroxide. RXN SMILES: [NH:1]([C:25]([O:27][CH2:28][C:29]1[CH:34]=[CH:33][CH:32]=[CH:31][CH:30]=1)=[O:26])[C@@H:2]([C:15]([O:17]CC1C=CC=CC=1)=[O:16])[CH2:3][CH2:4][C:5](=[O:14])[NH:6][CH2:7][C:8]1[CH:13]=[CH:12][CH:11]=[CH:10][CH:9]=1>O1CCOCC1.O>[NH:1]([C:25]([O:27][CH2:28][C:29]1[CH:30]=[CH:31][CH:32]=[CH:33][CH:34]=1)=[O:26])[C@@H:2]([C:15]([OH:17])=[O:16])[CH2:3][CH2:4][C:5](=[O:14])[NH:6][CH2:7][C:8]1[CH:13]=[CH:12][CH:11]=[CH:10][CH:9]=1 |f:1.2|. Procedure: 6 Grams of Z-D-Gln(Bzl)-OBzl are suspended in 100 ml of dioxane/water (4:1) and titrated with 1n-sodium hydroxide solution (thymolphthalein as indicator). Consumption: 13 ml of 1n-NaOH. Neutralisation with 2n-HCl and concentration are then carried out. The residue is distributed between ethyl acetate and 2n-HCl. Insoluble matter is filtered off with suction. The ethyl acetate phase is washed with water, dried with sodium sulphate and concentrated. The residue is triturated with ether and filtere... Starting materials: C(C1=CC=CC=C1)OC([C@@H](NC([C@@H](NC(CCNC(=O)OC(C)(C)C)=O)C)=O)C(C1=CC=CC=C1)C(=O)OCC1=CC=CC=C1)=O (3-[(Benzyloxy)carbonyl]-N-[N-[N-(t-butoxycarbonyl)-β-alanyl]-L-alanyl]-3-phenyl-L-alanine benzyl ester), C(#N)C=1C=CC(=NC1)C(=O)O (5-cyano-2-pyridinecarboxylic acid). Yields the product C(C1=CC=CC=C1)OC([C@@H](NC([C@@H](NC(CCNC(=O)C1=NC=C(C=C1)C#N)=O)CC(=O)OCC1=CC=CC=C1)=O)CC1=CC=CC=C1)=O (N-[3-[(benzyloxy)carbonyl]-N-[N-[(5-cyano-2-pyridyl)carbonyl]-β-alanyl]-L-alanyl]-3-phenyl-L-alanine benzyl ester). Reaction SMILES: [CH2:1]([O:8][C:9](=[O:46])[C@H:10]([CH:29](C(OCC1C=CC=CC=1)=O)[C:30]1[CH:35]=[CH:34][CH:33]=[CH:32][CH:31]=1)[NH:11][C:12](=[O:28])[C@H:13]([CH3:27])[NH:14][C:15](=[O:26])[CH2:16][CH2:17][NH:18]C(OC(C)(C)C)=O)[C:2]1[CH:7]=[CH:6][CH:5]=[CH:4][CH:3]=1.[C:47]([C:49]1[CH:50]=[CH:51][C:52]([C:55]([OH:57])=O)=[N:53][CH:54]=1)#[N:48]>>[CH2:1]([O:8][C:9](=[O:46])[C@H:10]([CH2:29][C:30]1[CH:31]=[CH:32][CH:33]=[CH:34][CH:35]=1)[NH:11][C:12](=[O:28])[C@H:13]([CH2:27][C:9]([O:8][CH2:1][C:2]1[CH:7]=[CH:6][CH:5]=[CH:4][CH:3]=1)=[O:46])[NH:14][C:15](=[O:26])[CH2:16][CH2:17][NH:18][C:55]([C:52]1[CH:51]=[CH:50][C:49]([C:47]#[N:48])=[CH:54][N:53]=1)=[O:57])[C:2]1[CH:7]=[CH:6][CH:5]=[CH:4][CH:3]=1. Reported procedure: N-[3-[(Benzyloxy)carbonyl]-N-[N-[N-(t-butoxycarbonyl)-β-alanyl]-L-alanyl]-3-phenyl-L-alanine benzyl ester was deprotected and coupled with 5-cyano-2-pyridinecarboxylic acid to give N-[3-[(benzyloxy)carbonyl]-N-[N-[(5-cyano-2-pyridyl)carbonyl]-β-alanyl]-L-alanyl]-3-phenyl-L-alanine benzyl ester, m.p. 157°-158° C.